From a dataset of the Open Reaction Database (ORD), a public repository of structured organic reaction records. describe an organic reaction: reactants, conditions, products, and yield Reactants: ClCC=O (chloroacetaldehyde), C(C1=CC=CC=C1)N (benzylamine). Yields the product ClCC=NCC1=CC=CC=C1 (2-chloro-N-benzylethanimine). Solvent: O (water), O (water). RXN SMILES: [Cl:1][CH2:2][CH:3]=O.[CH2:5]([NH2:12])[C:6]1[CH:11]=[CH:10][CH:9]=[CH:8][CH:7]=1>O>[Cl:1][CH2:2][CH:3]=[N:12][CH2:5][C:6]1[CH:11]=[CH:10][CH:9]=[CH:8][CH:7]=1. Procedure: A solution of 4 ml of chloroacetaldehyde in 20 ml of demineralized water was cooled and a solution of 2.14 g of benzylamine in 10 ml of water was added thereto with stirring. After stirring for 5 minutes at 10° to 15° C., a gum was obtained and a turbid solution which was extracted with 30 ml and then with 20 ml of benzene. The organic solution was dried, filtered, rinsed and the filtrate was evaporated to dryness under vacuum to obtain 3.34 g of 2-chloro-N-benzylethanimine which was used as is ... The reagents and catalysts are [Ni](Cl)Cl (nickel chloride), [Zn] (zinc). RXN SMILES: Br[C:2]1[CH:7]=[CH:6][C:5]([CH3:8])=[CH:4][CH:3]=1.Cl[C:10]1[CH:19]=[CH:18][CH:17]=[CH:16][C:11]=1[C:12]([O:14][CH3:15])=[O:13].C1(P(C2C=CC=CC=2)C2C=CC=CC=2)C=CC=CC=1>[Ni](Cl)Cl.[Zn].N1C=CC=CC=1>[CH3:8][C:5]1[CH:6]=[CH:7][C:2]([C:10]2[C:11]([C:12]([O:14][CH3:15])=[O:13])=[CH:16][CH:17]=[CH:18][CH:19]=2)=[CH:3][CH:4]=1. The product is CC1=CC=C(C=C1)C=1C(=CC=CC1)C(=O)OC (methyl 4'-methyl-1,1'-biphenyl-2-carboxylate). Reaction conditions: time 30 minute. Solvent: N1=CC=CC=C1 (pyridine). Procedure: Into a 100 ml flask, 50 ml of dry pyridine, 4.28 g (0.025 mol) of 4-bromotoluene, 4.26 g (0.025 mol) of methyl 2-chlorobenzoate, 0.32 g (0.0025 mol) of anhydrous nickel chloride, 1.31 g (0.005 mol) of triphenylphosphine and 4.90 g (0.075 mol) of zinc powder were charged under a nitrogen atmosphere and stirred at room temperature for 30 minutes. The mixture was heated by an oil bath and reacted at 85° C. for 3 hours. The reaction solution was analyzed by gas chromatography. The results are shown ... Starting materials: BrC1=CC=C(C=C1)C (4-bromotoluene), ClC1=C(C(=O)OC)C=CC=C1 (methyl 2-chlorobenzoate), C1(=CC=CC=C1)P(C1=CC=CC=C1)C1=CC=CC=C1 (triphenylphosphine). Starting materials: C(#C)C=1C=NN2C1N=C(C=C2C(F)(F)F)C2=CC=C(C=C2)C(F)(F)F (3-ethynyl-7-trifluoromethyl-5-(4-trifluoromethyl-phenyl)-pyrazolo[1,5-a]pyrimidine), NC1=C(C#N)C=C(C=N1)Br (2-amino-5-bromo-nicotinonitrile). The product is NC1=C(C#N)C=C(C=N1)C#CC=1C=NN2C1N=C(C=C2C(F)(F)F)C2=CC=C(C=C2)C(F)(F)F (2-Amino-5-[7-trifluoromethyl-5-(4-trifluoromethyl-phenyl)-pyrazolo[1,5-a]pyrimidin-3-ylethynyl]-nicotinonitrile), solid. Isolated yield 59.0%. RXN SMILES: [C:1]([C:3]1[CH:4]=[N:5][N:6]2[C:11]([C:12]([F:15])([F:14])[F:13])=[CH:10][C:9]([C:16]3[CH:21]=[CH:20][C:19]([C:22]([F:25])([F:24])[F:23])=[CH:18][CH:17]=3)=[N:8][C:7]=12)#[CH:2].[NH2:26][C:27]1[N:34]=[CH:33][C:32](Br)=[CH:31][C:28]=1[C:29]#[N:30]>>[NH2:26][C:27]1[N:34]=[CH:33][C:32]([C:2]#[C:1][C:3]2[CH:4]=[N:5][N:6]3[C:11]([C:12]([F:14])([F:13])[F:15])=[CH:10][C:9]([C:16]4[CH:21]=[CH:20][C:19]([C:22]([F:25])([F:24])[F:23])=[CH:18][CH:17]=4)=[N:8][C:7]=23)=[CH:31][C:28]=1[C:29]#[N:30]. Reported procedure: The title compound was prepared from 3-ethynyl-7-trifluoromethyl-5-(4-trifluoromethyl-phenyl)-pyrazolo[1,5-a]pyrimidine (example C.1) (355 g, 1.0 mmol) and 2-amino-5-bromo-nicotinonitrile (example C.23 step 1) (200 mg, 1.0 mmol) according to general procedure II. Obtained as a red solid (280 mg, 59%). MS (ISP) 473.2 [(M+H)+]; mp 264° C. Starting materials: N1CCSCC1 (thiomorpholine), [N+](=O)([O-])C=1C=CC(=C(C1)C)F (5-nitro-2-fluorotoluene), C(C)(C)N(C(C)C)CC (N,N-diisopropylethylamine). Run in CS(=O)C (dimethylsulfoxide). The product is CC1=C(C=CC(=C1)[N+](=O)[O-])N1CCSCC1 (4-(2-methyl-4-nitrophenyl)thiomorpholine). RXN SMILES: [NH:1]1[CH2:6][CH2:5][S:4][CH2:3][CH2:2]1.[N+:7]([C:10]1[CH:11]=[CH:12][C:13](F)=[C:14]([CH3:16])[CH:15]=1)([O-:9])=[O:8].C(N(CC)C(C)C)(C)C>CS(C)=O>[CH3:16][C:14]1[CH:15]=[C:10]([N+:7]([O-:9])=[O:8])[CH:11]=[CH:12][C:13]=1[N:1]1[CH2:6][CH2:5][S:4][CH2:3][CH2:2]1. Procedure: In the same manner as in Production Example 5-1, but using thiomorpholine in place of N-ethylpiperazine used in Production Example 5-1, using 5-nitro-2-fluorotoluene in place of 2-fluoro-5-nitrobenzyl alcohol, using N,N-diisopropylethylamine in place of potassium carbonate, and using dimethylsulfoxide in place of N-methylpyrrolidone, crude 4-(2-methyl-4-nitrophenyl)thiomorpholine was obtained. Starting materials: O=Cc1cc(Br)ccc1F, COc1ccc(CN2CCCCC2=O)cc1, CS(C)=O, Cl, [Na+], [Na+], [Na+], O=C([O-])[O-], [OH-]. The product is COc1ccc(CN(CCCCC(=O)O)c2ccc(Br)cc2C=O)cc1. RXN SMILES: [Br:26][c:27]1[cH:28][cH:29][c:30]([F:35])[c:31]([CH:32]=[O:33])[cH:34]1.[CH3:1][O:2][c:3]1[cH:4][cH:5][c:6]([CH2:7][N:8]2[C:9](=[O:14])[CH2:10][CH2:11][CH2:12][CH2:13]2)[cH:15][cH:16]1.[CH3:36][S:37](=[O:38])[CH3:39].[ClH:19].[Na+:18].[Na+:20].[Na+:21].[O-:22][C:23](=[O:24])[O-:25].[OH-:17]>>[CH3:1][O:2][c:3]1[cH:4][cH:5][c:6]([CH2:7][N:8]([CH2:13][CH2:12][CH2:11][CH2:10][C:9](=[O:14])[OH:22])[c:30]2[cH:29][cH:28][c:27]([Br:26])[cH:34][c:31]2[CH:32]=[O:33])[cH:15][cH:16]1. Reactants: COC(CN1C(CN(C(C1)(C)C)CC1=C2C(=NC(=C1)C1=CC=C(C=C1)OCOC)N(N=C2C)C2OCCCC2)(C)C)=O ({4-[6-(4-Methoxymethoxy-phenyl)-3-methyl-1-(tetrahydro-pyran-2-yl)-1H-pyrazolo[3,4-b]pyridin-4-ylmethyl]-2,2,5,5-tetramethyl-piperazin-1-yl}-acetic acid methyl ester), Cl (hydrochloric acid). Yields the product COC(CN1C(CN(C(C1)(C)C)CC1=C2C(=NC(=C1)C1=CC=C(C=C1)O)NN=C2C)(C)C)=O ({4-[6-(4-Hydroxy-phenyl)-3-methyl-1H-pyrazolo[3,4-b]pyridin-4-ylmethyl]-2,2,5,5-tetramethyl-piperazin-1-yl}acetic acid methyl ester). RXN SMILES: [CH3:1][O:2][C:3](=[O:42])[CH2:4][N:5]1[CH2:10][C:9]([CH3:12])([CH3:11])[N:8]([CH2:13][C:14]2[CH:19]=[C:18]([C:20]3[CH:25]=[CH:24][C:23]([O:26]COC)=[CH:22][CH:21]=3)[N:17]=[C:16]3[N:30](C4CCCCO4)[N:31]=[C:32]([CH3:33])[C:15]=23)[CH2:7][C:6]1([CH3:41])[CH3:40].Cl>>[CH3:1][O:2][C:3](=[O:42])[CH2:4][N:5]1[CH2:10][C:9]([CH3:12])([CH3:11])[N:8]([CH2:13][C:14]2[CH:19]=[C:18]([C:20]3[CH:25]=[CH:24][C:23]([OH:26])=[CH:22][CH:21]=3)[N:17]=[C:16]3[NH:30][N:31]=[C:32]([CH3:33])[C:15]=23)[CH2:7][C:6]1([CH3:41])[CH3:40]. Reported procedure: 78 mg of {4-[6-(4-Methoxymethoxy-phenyl)-3-methyl-1-(tetrahydro-pyran-2-yl)-1H-pyrazolo[3,4-b]pyridin-4-ylmethyl]-2,2,5,5-tetramethyl-piperazin-1-yl}-acetic acid methyl ester were reacted with hydrochloric acid (4M in dioxane) and the volatiles were removed after 5 h. After purification by preparative HPLC 14 mg (21%) of the title compound were obtained. Reactants: C1(=CC=CC=C1)C(O[C@H]1[C@@H]2O[C@@H]2CCC1)(C1=CC=CC=C1)C1=CC=CC=C1 ((1R,2R,6R)-2-(triphenylmethoxy)-7-oxabicyclo[4.1.0]heptane), S,S-epoxide, [N-]=[N+]=[N-].[Na+] (NaN3). Run at temperature 80 celsius. Product: N(=[N+]=[N-])[C@@H]1[C@H]([C@@H](CCC1)OC(C1=CC=CC=C1)(C1=CC=CC=C1)C1=CC=CC=C1)O ((1R,2S,6R)-2-azido-6-(trityloxy)cyclohexanol). Run in O (H2O), CO (MeOH), O (water), C(Cl)Cl (CH2Cl2). RXN SMILES: [C:1]1([C:7]([C:22]2[CH:27]=[CH:26][CH:25]=[CH:24][CH:23]=2)([C:16]2[CH:21]=[CH:20][CH:19]=[CH:18][CH:17]=2)[O:8][C@@H:9]2[CH2:15][CH2:14][CH2:13][C@@H:12]3[C@H:10]2[O:11]3)[CH:6]=[CH:5][CH:4]=[CH:3][CH:2]=1.[N-:28]=[N+:29]=[N-:30].[Na+]>O.CO.C(Cl)Cl>[N:28]([C@H:12]1[CH2:13][CH2:14][CH2:15][C@@H:9]([O:8][C:7]([C:22]2[CH:27]=[CH:26][CH:25]=[CH:24][CH:23]=2)([C:16]2[CH:21]=[CH:20][CH:19]=[CH:18][CH:17]=2)[C:1]2[CH:6]=[CH:5][CH:4]=[CH:3][CH:2]=2)[C@@H:10]1[OH:11])=[N+:29]=[N-:30] |f:1.2|. Isolated yield 62.0%. Procedure details: The diastereomeric mixture of (1R,2R,6R)-2-(triphenylmethoxy)-7-oxabicyclo[4.1.0]heptane 1 (755 mg, 2.12 mmol) and the S,S-epoxide was dissolved with NaN3 (861 mg, 13.3 mmol) in H2O (1.7 mL) and MeOH (15 mL). The mixture was heated to 80° C., refluxed over night and then diluted with water and CH2Cl2. The organic layer was separated and the aqueous layer was rewashed (CH2Cl2). The entire organic layer was dried (MgSO4), filtered and concentrated. Purification was made by recrystallization in MeO...